From a dataset of the Open Reaction Database (ORD), a public repository of structured organic reaction records. describe an organic reaction: reactants, conditions, products, and yield Starting materials: C1(O)=CC=C(O)C=C1 (hydroquinone), NC=1C=C(OC2=CC(=CC=C2)OC2=CC(=CC=C2)N)C=CC1 (1,3-bis(3-aminophenoxy)benzene), mixture, CO (methanol), I(=O)(=O)[O-].[Na+] (sodium iodate). Run in O (water), CCCOCCO (propyl cellosolve), O1CCCC1 (tetrahydrofuran). Reaction conditions: time 18 hour. The product is NC=1C=C(OC2=CC(=CC=C2)OC2=CC(=CC=C2)N)C=CC1.C1(C=CC(C=C1)=O)=O (1,3-bis(3-aminophenoxy)benzene p-benzoquinone). As a reaction SMILES: [C:1]1([CH:8]=[CH:7][C:5]([OH:6])=[CH:4][CH:3]=1)[OH:2].[NH2:9][C:10]1[CH:11]=[C:12]([CH:28]=[CH:29][CH:30]=1)[O:13][C:14]1[CH:19]=[CH:18][CH:17]=[C:16]([O:20][C:21]2[CH:26]=[CH:25][CH:24]=[C:23]([NH2:27])[CH:22]=2)[CH:15]=1.I([O-])(=O)=O.[Na+].CO>CCCOCCO.O1CCCC1.O>[NH2:27][C:23]1[CH:22]=[C:21]([CH:26]=[CH:25][CH:24]=1)[O:20][C:16]1[CH:17]=[CH:18][CH:19]=[C:14]([O:13][C:12]2[CH:28]=[CH:29][CH:30]=[C:10]([NH2:9])[CH:11]=2)[CH:15]=1.[C:5]1(=[O:6])[CH:7]=[CH:8][C:1](=[O:2])[CH:3]=[CH:4]1 |f:2.3,8.9|. Procedure: About 4.4 g (0.04 mol) hydroquinone and about 11.68 g (0.04 mol) of 1,3-bis(3-aminophenoxy)benzene were dissolved in a mixture of about 65 mL propyl cellosolve (chemical name ethylene glycol monopropyl ether) and about 15 mL of tetrahydrofuran (THF) in a round bottom flask. About 23.75 g (0.12 mol) of sodium iodate was added and the mixture was stirred for about 18 hours at about 60°-65° C. The reaction mixture was filtered through filter paper and then the 1,3-bis(3-aminophenoxy)benzene-p-benzo... Reactants: Cc1cc(C)cc(-c2[nH]c3ccc(C(=O)N4CCOCC4)cc3c2CCN(CCCCc2ccc(NS(C)(=O)=O)cc2)C(=O)OCc2ccccc2)c1, COCCO, [H][H], [OH-], [OH-], [Pd+2]. Yields the product Cc1cc(C)cc(-c2[nH]c3ccc(C(=O)N4CCOCC4)cc3c2CCNCCCCc2ccc(NS(C)(=O)=O)cc2)c1. As a reaction SMILES: [CH2:1]([O:2][C:3](=[O:4])[N:10]([CH2:11][CH2:12][CH2:13][CH2:14][c:15]1[cH:16][cH:17][c:18]([NH:21][S:22](=[O:23])(=[O:24])[CH3:25])[cH:19][cH:20]1)[CH2:26][CH2:27][c:28]1[c:29](-[c:45]2[cH:46][c:47]([CH3:52])[cH:48][c:49]([CH3:51])[cH:50]2)[nH:30][c:31]2[cH:32][cH:33][c:34]([C:37](=[O:38])[N:39]3[CH2:40][CH2:41][O:42][CH2:43][CH2:44]3)[cH:35][c:36]12)[c:5]1[cH:6][cH:7][cH:8][cH:9][cH:53]1.[CH3:59][O:60][CH2:61][CH2:62][OH:63].[H:54][H:55].[OH-:56].[OH-:58].[Pd+2:57]>>[NH:10]([CH2:11][CH2:12][CH2:13][CH2:14][c:15]1[cH:16][cH:17][c:18]([NH:21][S:22](=[O:23])(=[O:24])[CH3:25])[cH:19][cH:20]1)[CH2:26][CH2:27][c:28]1[c:29](-[c:45]2[cH:46][c:47]([CH3:52])[cH:48][c:49]([CH3:51])[cH:50]2)[nH:30][c:31]2[cH:32][cH:33][c:34]([C:37](=[O:38])[N:39]3[CH2:40][CH2:41][O:42][CH2:43][CH2:44]3)[cH:35][c:36]12. Starting materials: C1(CCCC1)N1CCN(CC1)C(=O)C=1C=C2C=C(NC2=CC1)C(=O)N1CCC(CC1)(F)F ([5-(4-Cyclopentyl-piperazine-1-carbonyl)-1H-indol-2-yl]-(4,4-difluoro-piperidin-1-yl)-methanone), FC(C=1C=C(C=CC1)B(O)O)(F)F (3-(trifluoromethyl)phenylboronic acid), N1=CC=CC=C1 (pyridine). Reagents/catalysts: C(C)(=O)[O-].[Cu+2].C(C)(=O)[O-] (copper(II) acetate). Run in ClCCl (dichloromethane). Yields the product C1(CCCC1)N1CCN(CC1)C(=O)C=1C=C2C=C(N(C2=CC1)C1=CC(=CC=C1)C(F)(F)F)C(=O)N1CCC(CC1)(F)F ([5-(4-Cyclopentyl-piperazine-1-carbonyl)-1-(3-trifluoromethyl-phenyl)-1H-indol-2-yl]-(4,4-difluoro-piperidin-1-yl)-methanone). Isolated yield 73.0%. As a reaction SMILES: [CH:1]1([N:6]2[CH2:11][CH2:10][N:9]([C:12]([C:14]3[CH:15]=[C:16]4[C:20](=[CH:21][CH:22]=3)[NH:19][C:18]([C:23]([N:25]3[CH2:30][CH2:29][C:28]([F:32])([F:31])[CH2:27][CH2:26]3)=[O:24])=[CH:17]4)=[O:13])[CH2:8][CH2:7]2)[CH2:5][CH2:4][CH2:3][CH2:2]1.[F:33][C:34]([F:45])([F:44])[C:35]1[CH:36]=[C:37](B(O)O)[CH:38]=[CH:39][CH:40]=1.N1C=CC=CC=1>ClCCl.C([O-])(=O)C.[Cu+2].C([O-])(=O)C>[CH:1]1([N:6]2[CH2:7][CH2:8][N:9]([C:12]([C:14]3[CH:15]=[C:16]4[C:20](=[CH:21][CH:22]=3)[N:19]([C:39]3[CH:38]=[CH:37][CH:36]=[C:35]([C:34]([F:45])([F:44])[F:33])[CH:40]=3)[C:18]([C:23]([N:25]3[CH2:26][CH2:27][C:28]([F:31])([F:32])[CH2:29][CH2:30]3)=[O:24])=[CH:17]4)=[O:13])[CH2:10][CH2:11]2)[CH2:5][CH2:4][CH2:3][CH2:2]1 |f:4.5.6|. Procedure: The title compound was synthesized in analogy to example 66, from [5-(4-cyclopentyl-piperazine-1-carbonyl)-1H-indol-2-yl]-(4,4-difluoro-piperidin-1-yl)-methanone (example 8), 3-(trifluoromethyl)phenylboronic acid, copper(II) acetate and pyridine in dichloromethane, to give the desired product as a white foam (73%). The reactants are S1C(=CC=C1)CC#N (2-Thiopheneacetonitrile), COC=1C=C(C=O)C=CC1OC (3,4-dimethoxybenzaldehyde). Yields the product COC=1C=C(C=CC1OC)/C=C(\C#N)/C=1SC=CC1 ((E)-3-(3,4-dimethoxy-phenyl)-2-thiophen-2-yl-acrylonitrile). Isolated yield 48.3%. Reaction SMILES: [S:1]1[CH:5]=[CH:4][CH:3]=[C:2]1[CH2:6][C:7]#[N:8].[CH3:9][O:10][C:11]1[CH:12]=[C:13]([CH:16]=[CH:17][C:18]=1[O:19][CH3:20])[CH:14]=O>>[CH3:9][O:10][C:11]1[CH:12]=[C:13](/[CH:14]=[C:6](/[C:2]2[S:1][CH:5]=[CH:4][CH:3]=2)\[C:7]#[N:8])[CH:16]=[CH:17][C:18]=1[O:19][CH3:20]. Procedure details: 2-Thiopheneacetonitrile (246 mg) was condensed with 3,4-dimethoxybenzaldehyde (332 mg) through Method B (production step 2), to thereby yield the target product (yield: 262 mg, 48%). The reactants are C(C)NC1=CC(=NC=C1[N+](=O)[O-])OC=1C=C(C=CC1)NC(OC(C)(C)C)=O (1,1-Dimethylethyl (3-{[4-(ethylamino)-5-nitro-2-pyridinyl]oxy}phenyl)carbamate). The reagents and catalysts are [Pd] (palladium on carbon). Run in C(C)O (ethanol). Product: NC=1C(=CC(=NC1)OC=1C=C(C=CC1)NC(OC(C)(C)C)=O)NCC (1,1-Dimethylethyl (3-{[5-amino-4-(ethylamino)-2-pyridinyl]oxy}phenyl)carbamate). Yield: 71.3%. RXN SMILES: [CH2:1]([NH:3][C:4]1[C:9]([N+:10]([O-])=O)=[CH:8][N:7]=[C:6]([O:13][C:14]2[CH:15]=[C:16]([NH:20][C:21](=[O:27])[O:22][C:23]([CH3:26])([CH3:25])[CH3:24])[CH:17]=[CH:18][CH:19]=2)[CH:5]=1)[CH3:2]>C(O)C.[Pd]>[NH2:10][C:9]1[C:4]([NH:3][CH2:1][CH3:2])=[CH:5][C:6]([O:13][C:14]2[CH:15]=[C:16]([NH:20][C:21](=[O:27])[O:22][C:23]([CH3:24])([CH3:25])[CH3:26])[CH:17]=[CH:18][CH:19]=2)=[N:7][CH:8]=1. Procedure: The product from Step 2 (1.26 g, 3.3 mmol) in ethanol (20 mL) was hydrogenated for 3 hours in the presence of 10% palladium on carbon under H2 (50 psi). After filtration of the catalyst through Kieselguhr, the filtrate was concentrated in vacuo to afford the title compound (0.81 g, 70%). MS (ES+) m/e 345 [M+H]+. Starting materials: CN1CCN(C)C1=O, C[Si](C)(Cl)Cl, O=C1NCCc2ccc(S(=O)(=O)Cl)cc21, [Zn]. Yields the product O=C1NCCc2ccc(S)cc21. RXN SMILES: [CH3:21][N:22]1[CH2:23][CH2:24][N:25]([CH3:26])[C:27]1=[O:28].[Cl:1][Si:2]([Cl:3])([CH3:4])[CH3:5].[O:6]=[C:7]1[NH:8][CH2:9][CH2:10][c:11]2[cH:12][cH:13][c:14]([S:17]([Cl:18])(=[O:19])=[O:20])[cH:15][c:16]21.[Zn:29]>>[O:6]=[C:7]1[NH:8][CH2:9][CH2:10][c:11]2[cH:12][cH:13][c:14]([SH:17])[cH:15][c:16]21. The reactants are CCOC(=O)C1=C(c2ccccc2)c2ccc(OC)cc2C1(C)O, C1CCOC1, CCO, [Na+], [OH-]. Product: COc1ccc2c(c1)C(C)(O)C(C(=O)O)=C2c1ccccc1. Reaction SMILES: [CH2:1]([CH3:2])[O:3][C:4](=[O:5])[C:6]1=[C:14]([c:15]2[cH:16][cH:17][cH:18][cH:19][cH:20]2)[c:13]2[c:8]([cH:9][c:10]([O:21][CH3:22])[cH:11][cH:12]2)[C:7]1([CH3:23])[OH:24].[CH2:27]1[O:28][CH2:29][CH2:30][CH2:31]1.[CH3:32][CH2:33][OH:34].[Na+:26].[OH-:25]>>[O:3]=[C:4]([OH:5])[C:6]1=[C:14]([c:15]2[cH:16][cH:17][cH:18][cH:19][cH:20]2)[c:13]2[c:8]([cH:9][c:10]([O:21][CH3:22])[cH:11][cH:12]2)[C:7]1([CH3:23])[OH:24].